Dataset: the Open Reaction Database (ORD), a public repository of structured organic reaction records. Task: describe an organic reaction: reactants, conditions, products, and yield Reactants: C(C)(C)(C)OC(=O)NC=1C(=NC(=CC1)COC)C(=O)OC (methyl 3-(tert-butoxycarbonylamino)-6-(methoxymethyl)picolinate), FC(C(=O)O)(F)F (2,2,2-trifluoroacetic acid), C(=O)([O-])[O-].[Na+].[Na+] (Na2CO3). The solvent is ClCCl (dichloromethane). Reaction conditions: temperature 50 celsius, time 8 hour. The product is COC(=O)C1=NC(=CC=C1N)COC (3-Amino-6-methoxymethyl-pyridine-2-carboxylic acid methyl ester). Yield: 92.0%. As a reaction SMILES: C(OC([NH:8][C:9]1[C:10]([C:18]([O:20][CH3:21])=[O:19])=[N:11][C:12]([CH2:15][O:16][CH3:17])=[CH:13][CH:14]=1)=O)(C)(C)C.FC(F)(F)C(O)=O.C([O-])([O-])=O.[Na+].[Na+]>ClCCl>[CH3:21][O:20][C:18]([C:10]1[C:9]([NH2:8])=[CH:14][CH:13]=[C:12]([CH2:15][O:16][CH3:17])[N:11]=1)=[O:19] |f:2.3.4|. Reported procedure: To a stirred solution of methyl 3-(tert-butoxycarbonylamino)-6-(methoxymethyl)picolinate (695 mg, 2.35 mmol) at r.t. in dichloromethane (10 ml) under an argon atmosphere was added 2,2,2-trifluoroacetic acid (903 μl, 11.7 mmol) in one portion. The mixture was stirred at 50° C. overnight, then cooled to r.t. and treated carefully with 10% aq. Na2CO3 (10 ml). The aqueous solution was extracted with CH2Cl2 (10 ml). The combined organics were washed with brine (10 ml), dried over MgSO4, filtered and ...